Dataset: the Open Reaction Database (ORD), a public repository of structured organic reaction records. Task: describe an organic reaction: reactants, conditions, products, and yield Reactants: CC(C)(OC(NCCOCCOCCOCCOCC#CC=1C=C(C(=O)OCC2=CC=CC=C2)C=CC1)=O)C (benzyl 3-(2,2-dimethyl-4-oxo-3,8,11,14,17-pentaoxa-5-azaicos-19-yn-20-yl)benzoate), [H][H] (Hydrogen). The reagents and catalysts are [C].[Pd] (Palladium carbon). The solvent is CO (methanol). Conditions: time 3 hour. The product is CC(C)(OC(NCCOCCOCCOCCOCCCC=1C=C(C(=O)O)C=CC1)=O)C (3-(2,2-dimethyl-4-oxo-3,8,11,14,17-pentaoxa-5-azaicosan-20-yl)benzoic acid). As a reaction SMILES: [CH3:1][C:2]([CH3:39])([O:4][C:5](=[O:38])[NH:6][CH2:7][CH2:8][O:9][CH2:10][CH2:11][O:12][CH2:13][CH2:14][O:15][CH2:16][CH2:17][O:18][CH2:19][C:20]#[C:21][C:22]1[CH:23]=[C:24]([CH:35]=[CH:36][CH:37]=1)[C:25]([O:27]CC1C=CC=CC=1)=[O:26])[CH3:3].[H][H]>CO.[C].[Pd]>[CH3:3][C:2]([CH3:39])([O:4][C:5](=[O:38])[NH:6][CH2:7][CH2:8][O:9][CH2:10][CH2:11][O:12][CH2:13][CH2:14][O:15][CH2:16][CH2:17][O:18][CH2:19][CH2:20][CH2:21][C:22]1[CH:23]=[C:24]([CH:35]=[CH:36][CH:37]=1)[C:25]([OH:27])=[O:26])[CH3:1] |f:3.4|. Procedure details: Into a 500-mL round-bottom flask, was placed a solution of benzyl 3-(2,2-dimethyl-4-oxo-3,8,11,14,17-pentaoxa-5-azaicos-19-yn-20-yl)benzoate (16 g, 29.52 mmol, 1.00 equiv) in methanol (200 mL), Palladium carbon (10 g). Hydrogen gas was introduced into the reaction vessel. The resulting solution was stirred for 3 h at room temperature. The solids were filtered out. The resulting mixture was concentrated under vacuum. The residue was applied onto a silica gel column with ethyl acetate/petroleum et... RXN SMILES: O[C:2]1[CH:16]=[CH:15][C:5]([C:6]([C:8]2[CH:13]=[CH:12][C:11]([OH:14])=[CH:10][CH:9]=2)=[O:7])=[CH:4][CH:3]=1.Cl[CH2:18][C:19]1[CH:28]=[CH:27][C:26]2[C:21](=[CH:22][CH:23]=[CH:24][CH:25]=2)[N:20]=1.[C:29](=[O:32])([O-])[O-].[Cs+].[Cs+].[Na+].[Cl-]>CN(C=O)C>[N:20]1[C:21]2[C:26](=[CH:25][CH:24]=[CH:23][CH:22]=2)[CH:27]=[CH:28][C:19]=1[CH2:18][O:14][C:11]1[CH:12]=[CH:13][C:8]([C:6]([C:5]2[CH:15]=[CH:16][C:2]([O:32][CH2:29][C:19]3[CH:28]=[CH:27][C:26]4[C:21](=[CH:22][CH:23]=[CH:24][CH:25]=4)[N:20]=3)=[CH:3][CH:4]=2)=[O:7])=[CH:9][CH:10]=1 |f:2.3.4,5.6|. Starting materials: OC1=CC=C(C(=O)C2=CC=C(C=C2)O)C=C1 (4,4'-dihydroxybenzophenone), ClCC1=NC2=CC=CC=C2C=C1 (2-chloromethylquinoline), C([O-])([O-])=O.[Cs+].[Cs+] (cesium carbonate), [Na+].[Cl-] (NaCl). Reported procedure: A mixture of 4,4'-dihydroxybenzophenone (12.4 g, 57.9 mmol), 2-chloromethylquinoline (23.4 g, 132 mmol) and cesium carbonate (46.0 g, 141.2 mmol) was stirred in dry DMF (170 mL). After 5 hours, saturated aqueous NaCl was added and the light brown solid formed was collected by filtration and washed with water. The solid was suspended in ether and collected by filtration, resuspended in ethanol and collected again by filtration and dried in vacuo to afford bis(4-(2-quinolylmethoxy)phenyl) ketone (... Run in CN(C)C=O (DMF). Product: N1=C(C=CC2=CC=CC=C12)COC1=CC=C(C=C1)C(=O)C1=CC=C(C=C1)OCC1=NC2=CC=CC=C2C=C1 (bis(4-(2-quinolylmethoxy)phenyl) ketone). Reaction conditions: time 5 hour. The yield is 95.0%. Reactants: C(C1=CC=CC=C1)OC(=O)N1CCC(CC1)OCC(=O)OCC (ethyl N-(benzyloxycarbonyl)piperidin-4-yloxyacetate), C(C)O (ethanol), [H][H] (hydrogen). Reagents/catalysts: [Pd] (Pd). Run in C(C)(=O)O (acetic acid). The product is C(C)(=O)O.N1CCC(CC1)OCC(=O)OCC (ethyl piperidin-4-yloxyacetate, acetate salt). Yield: 192.1%. As a reaction SMILES: C(OC([N:11]1[CH2:16][CH2:15][CH:14]([O:17][CH2:18][C:19]([O:21][CH2:22][CH3:23])=[O:20])[CH2:13][CH2:12]1)=O)C1C=CC=CC=1.C(O)C.[H][H]>[Pd].C(O)(=O)C>[C:19]([OH:21])(=[O:20])[CH3:18].[NH:11]1[CH2:12][CH2:13][CH:14]([O:17][CH2:18][C:19]([O:21][CH2:22][CH3:23])=[O:20])[CH2:15][CH2:16]1 |f:5.6|. Procedure: In a similar manner to Example 2, starting material step (c), the product from step (a) (2.3 g), ethanol (200 ml), glacial acetic acid (0.6 ml), 10% Pd on C (200 mg) and hydrogen gas were reacted to give ethyl piperidin-4-yloxyacetate, acetate salt (1.7 g), as a brown oil: NMR Spectrum (DMSO-d6) 1.20 (3H, t), 1.41 (2H, m), 1.82 (3H, s), 1.86 (2H, m), 2.58 (2H, m), 2.95 (2H, m), 3.46 (1H, m), 4.11 (4H, m); Mass Spectrum m/Z 188 (M+H)+. Reaction SMILES: [B:19]([Br:20])([Br:21])[Br:22].[Br:1][c:2]1[cH:3][cH:4][c:5]([O:17][CH3:18])[c:6]([C:7](=[O:8])[c:9]2[cH:10][cH:11][c:12]([CH3:15])[cH:13][cH:14]2)[cH:16]1.[Cl:23][CH2:24][Cl:25]>>[Br:1][c:2]1[cH:3][cH:4][c:5]([OH:17])[c:6]([C:7](=[O:8])[c:9]2[cH:10][cH:11][c:12]([CH3:15])[cH:13][cH:14]2)[cH:16]1. Product: Cc1ccc(C(=O)c2cc(Br)ccc2O)cc1. Starting materials: BrB(Br)Br, COc1ccc(Br)cc1C(=O)c1ccc(C)cc1, ClCCl. Reactants: COC1CCN(Cc2ccccc2)CC1NC(=O)OC(C)(C)C, CO, [H][H]. The product is COC1CCNCC1NC(=O)OC(C)(C)C. As a reaction SMILES: [CH2:1]([c:2]1[cH:3][cH:4][cH:5][cH:6][cH:7]1)[N:8]1[CH2:9][CH:10]([NH:16][C:17]([O:18][C:19]([CH3:20])([CH3:21])[CH3:22])=[O:23])[CH:11]([O:14][CH3:15])[CH2:12][CH2:13]1.[CH3:26][OH:27].[H:24][H:25]>>[NH:8]1[CH2:9][CH:10]([NH:16][C:17]([O:18][C:19]([CH3:20])([CH3:21])[CH3:22])=[O:23])[CH:11]([O:14][CH3:15])[CH2:12][CH2:13]1. Starting materials: 16.5, [OH-].[K+] (potassium hydroxide), O (water), C(C)(=O)NC=1SC=C(N1)/C(/C(=O)OCC)=C/C (ethyl Z-2-(2-acetamidothiazol-4-yl)-2-butenoate), FC(C(=O)O)(F)F (trifluoroacetic acid). Run in CC(=O)C (acetone). Run at temperature 10 celsius, time 2 hour. Yields the product NC=1SC=C(N1)/C(/C(=O)O)=C/C (Z-2-(2-Aminothiazol-4-yl)-2-butenoic acid). As a reaction SMILES: [OH-].[K+].O.C([NH:7][C:8]1[S:9][CH:10]=[C:11](/[C:13](=[CH:19]/[CH3:20])/[C:14]([O:16]CC)=[O:15])[N:12]=1)(=O)C.FC(F)(F)C(O)=O>CC(C)=O>[NH2:7][C:8]1[S:9][CH:10]=[C:11](/[C:13](=[CH:19]/[CH3:20])/[C:14]([OH:16])=[O:15])[N:12]=1 |f:0.1|. Procedure details: A solution of 16.5 parts by weight of potassium hydroxide in 111 parts by volume of water is heated up to 75° to 78° C. 14.9 parts by weight of ethyl Z-2-(2-acetamidothiazol-4-yl)-2-butenoate are added and the mixture is stirred at 75° to 78° C. for 2 hours. After cooling to 10° C., the mixture is brought to pH 7.0 with trifluoroacetic acid, the solution is filtered with suction over kieselguhr and the pH is then brought to 3.6 with further trifluoroacetic acid. The mixture is cooled to 0° C. an... The reactants are [OH-].[K+] (potassium hydroxide), C(C)(C)(C)OC(=O)NNC1=CC(=CC=C1)C(=O)OC (1-tert-butoxycarbonyl-2-(3-methoxycarbonylphenyl)hydrazine), Cl (hydrochloric acid). Solvent: O1CCOCC1 (1,4-dioxane). Run at temperature 0 celsius. Yields the product C(C)(C)(C)OC(=O)NNC=1C=C(C(=O)O)C=CC1 (3-(2-tert-butoxycarbonylhydrazino)benzoic acid). RXN SMILES: [C:1]([O:5][C:6]([NH:8][NH:9][C:10]1[CH:15]=[CH:14][CH:13]=[C:12]([C:16]([O:18]C)=[O:17])[CH:11]=1)=[O:7])([CH3:4])([CH3:3])[CH3:2].[OH-].[K+].Cl>O1CCOCC1>[C:1]([O:5][C:6]([NH:8][NH:9][C:10]1[CH:11]=[C:12]([CH:13]=[CH:14][CH:15]=1)[C:16]([OH:18])=[O:17])=[O:7])([CH3:4])([CH3:2])[CH3:3] |f:1.2|. Procedure: The 4.68 g of unpurified 1-tert-butoxycarbonyl-2-(3-methoxycarbonylphenyl)hydrazine was dissolved in 75 ml of 1,4-dioxane, and 25 ml of aqueous 3N potassium hydroxide solution was added to the solution, followed by heating the mixture to reflux for one hour. The reaction mixture was cooled to 0° C., and about 25 ml of 3N hydrochloric acid was added to make the reaction mixture acidic. The mixture was subjected to salting out and the resultant was extracted with ethyl acetate (2×50 ml). The organ...